This data is from the Open Reaction Database (ORD), a public repository of structured organic reaction records. The task is: describe an organic reaction: reactants, conditions, products, and yield Reactants: C(C)(C)C1=C(C(=CC=C1)C(C)C)N=C=O (2,6-diisopropyl-phenyl isocyanate), BrBr (bromine), S(=O)(=O)([O-])[O-].[Na+].[Na+] (sodium sulfate). The reagents and catalysts are [Fe] (iron). Conditions: temperature 120 celsius. Yields the product C(C)(C)C1=C(C(=CC(=C1)Br)C(C)C)N=C=O (2,6-Diisopropyl-4-bromophenyl isocyanate). RXN SMILES: [CH:1]([C:4]1[CH:9]=[CH:8][CH:7]=[C:6]([CH:10]([CH3:12])[CH3:11])[C:5]=1[N:13]=[C:14]=[O:15])([CH3:3])[CH3:2].[Br:16]Br.S([O-])([O-])(=O)=O.[Na+].[Na+]>[Fe]>[CH:1]([C:4]1[CH:9]=[C:8]([Br:16])[CH:7]=[C:6]([CH:10]([CH3:11])[CH3:12])[C:5]=1[N:13]=[C:14]=[O:15])([CH3:2])[CH3:3] |f:2.3.4|. Procedure details: 0.5 g of anhydrous iron-III chloride is added to 203 g of 2,6-diisopropyl-phenyl isocyanate and 162 g of bromine are added dropwise at 20° C. The mixture is then slowly warmed to 120° C until the evolution of gas has ceased. 3.0 g of anhydrous sodium sulfate are then added and the mixture is fractionated in vacuo.